Dataset: the Open Reaction Database (ORD), a public repository of structured organic reaction records. Task: describe an organic reaction: reactants, conditions, products, and yield Starting materials: ClCCl, CC(O)c1csc2cncn12. Yields the product CC(=O)c1csc2cncn12. RXN SMILES: [Cl:12][CH2:13][Cl:14].[OH:1][CH:2]([CH3:3])[c:4]1[n:5]2[c:6]([s:7][cH:8]1)[cH:9][n:10][cH:11]2>>[O:1]=[C:2]([CH3:3])[c:4]1[n:5]2[c:6]([s:7][cH:8]1)[cH:9][n:10][cH:11]2. The reactants are [BH4-].[Li+] (lithiumborohydride), COC(C1=CC=C(C=C1)C=1NC2=C(C=C(C=C2C1)Cl)NC1CCCC1)=O (4-(5-chloro-7-cyclopentylamino-1H-indol-2-yl)-benzoic acid methyl ester), [Cl-].[NH4+] (ammoniumchloride). Solvent: O1CCCC1 (tetrahydrofuran), O1CCCC1 (tetrahydrofuran). Conditions: time 3 hour. The product is ClC=1C=C2C=C(NC2=C(C1)NC1CCCC1)C1=CC=C(C=C1)CO ([4-(5-chloro-7-cyclopentylamino-1H-indol-2-yl)-phenyl]-methanol). Yield: 8.5%. As a reaction SMILES: C[O:2][C:3](=O)[C:4]1[CH:9]=[CH:8][C:7]([C:10]2[NH:11][C:12]3[C:17]([CH:18]=2)=[CH:16][C:15]([Cl:19])=[CH:14][C:13]=3[NH:20][CH:21]2[CH2:25][CH2:24][CH2:23][CH2:22]2)=[CH:6][CH:5]=1.[BH4-].[Li+].[Cl-].[NH4+]>O1CCCC1>[Cl:19][C:15]1[CH:16]=[C:17]2[C:12](=[C:13]([NH:20][CH:21]3[CH2:22][CH2:23][CH2:24][CH2:25]3)[CH:14]=1)[NH:11][C:10]([C:7]1[CH:6]=[CH:5][C:4]([CH2:3][OH:2])=[CH:9][CH:8]=1)=[CH:18]2 |f:1.2,3.4|. Procedure: The compound obtained in Example 64 (760 mg, 2.06 mmol) was dissolved in 30 ml of tetrahydrofuran and 2M-lithiumborohydride solution in tetrahydrofuran (2.06 ml, 4.12 mmol) was added. The mixture was at 80° C. for 3 hours. Saturated ammoniumchloride solution was added and the mixture was extracted with ethyl acetate. The extract was dried over anhydrous magnesium sulfate, filtered. The filtrate was distilled under reduced pressure, and purified by column chromatography to obtain the title compou... Starting materials: [Si](O)(O)(O)O (silicic acid), O=[Al-]=O.[Na+] (sodium aluminate), [H][H] (hydrogen), O=[Al-]=O.[Na+] (sodium aluminate), O=[Al-]=O.[Na+] (sodium aluminate), [Si]([O-])([O-])([O-])[O-].[Na+].[Na+].[Na+].[Na+] (sodium silicate), SiO2. Run in O (water), O (water). Conditions: temperature 92.5 celsius. Product: [O-][Si](=O)[O-].[O-][Si](=O)[O-].[Na+].[Al+3] (sodium aluminosilicate). Reaction SMILES: [Si:1](O)([OH:4])([OH:3])[OH:2].[Si:6]([O-])([O-:9])([O-:8])[O-:7].[Na+:11].[Na+].[Na+].[Na+].[H][H].O=[Al-:18]=O.[Na+]>O>[O-:3][Si:1]([O-:4])=[O:2].[O-:8][Si:6]([O-:9])=[O:7].[Na+:11].[Al+3:18] |f:1.2.3.4.5,7.8,10.11.12.13|. Reported procedure: A sol of an amorphous sodium aluminosilicate was prepared as follows. A heel of 1.5 liters of water was heated to reflux. Two feed solutions were added to the heel over a six hour period while maintaining the temperature at 90-95 degrees C. with vigorous agitation. The first feed solution was 1.2 liters of a 2% silicic acid prepared from a sodium silicate solution diluted to 2 percent SiO2 content and passed through a cation exchange resin in the hydrogen form. The second feed solution was 1.2 l... Reactants: C1(CC2=CC=CC3=CC=CC1=C23)CC#N ((1,2-Dihydro-1-acenaphthylenyl)acetonitrile), [OH-].[NH4+] (ammonium hydroxide). The reagents and catalysts are [Ni] (Raney nickel). Solvent: CO (methanol). Run at time 23 hour. Yields the product C1(CC2=CC=CC3=CC=CC1=C23)C(C)N (1,2-Dihydro-1-acenaphthylenylethylamine). Reaction SMILES: [CH:1]1([CH2:13][C:14]#N)[C:11]2=[C:12]3[C:7](=[CH:8][CH:9]=[CH:10]2)[CH:6]=[CH:5][CH:4]=[C:3]3[CH2:2]1.[OH-].[NH4+:17]>CO.[Ni]>[CH:1]1([CH:13]([NH2:17])[CH3:14])[C:11]2=[C:12]3[C:7](=[CH:8][CH:9]=[CH:10]2)[CH:6]=[CH:5][CH:4]=[C:3]3[CH2:2]1 |f:1.2|. Procedure details: The nitrile obtained in Step B (900 mg, 4.66.10−3 mol), diluted with methanol (30 ml), is hydrogenated with vigorous stirring at ambient temperature in the presence of ammonium hydroxide (2 ml) and Raney nickel. After 23 hours, the starting material has disappeared. After filtering over Celite, then rinsing and evaporating off the solvent under reduced pressure, the title amine is obtained in the form of an oil, which is used without being purified. Starting materials: Cc1cc(OCc2ccccc2)ccc1C=O, CCOC(=O)CP(=O)(OCC)OCC, [H-], [Na+], C1CCOC1. Product: CCOC(=O)C=Cc1ccc(OCc2ccccc2)cc1C. RXN SMILES: [CH3:17][c:18]1[c:19]([CH:20]=[O:21])[cH:22][cH:23][c:24]([O:26][CH2:27][c:28]2[cH:29][cH:30][cH:31][cH:32][cH:33]2)[cH:25]1.[CH3:1][CH2:2][O:3][C:4](=[O:5])[CH2:6][P:7]([O:8][CH2:9][CH3:10])([O:11][CH2:12][CH3:13])=[O:14].[H-:15].[Na+:16].[O:34]1[CH2:35][CH2:36][CH2:37][CH2:38]1>>[CH3:1][CH2:2][O:3][C:4](=[O:5])[CH:6]=[CH:20][c:19]1[c:18]([CH3:17])[cH:25][c:24]([O:26][CH2:27][c:28]2[cH:29][cH:30][cH:31][cH:32][cH:33]2)[cH:23][cH:22]1.